This data is from the Open Reaction Database (ORD), a public repository of structured organic reaction records. The task is: describe an organic reaction: reactants, conditions, products, and yield The reactants are P(=O)([O-])([O-])[O-].[K+].[K+].[K+] (potassium phosphate), N[C@@H](CCCCN)C(=O)O (L-lysine), present enzyme solution, C(C)(=O)[O-] (acetate), Cl.CN1C(SC2=C1C=CC=C2)=NN (3-methyl-2-benzothiazolone hydrazone hydrochloride). Run at time 20 minute. Product: O=C(C(=O)O)CCCCN (α-keto-ε -aminocaproic acid). As a reaction SMILES: P([O-])([O-])([O-])=O.[K+].[K+].[K+].N[C@H:10]([C:16]([OH:18])=[O:17])[CH2:11][CH2:12][CH2:13][CH2:14][NH2:15].C([O-])(=[O:21])C.Cl.CN1C2C=CC=CC=2SC1=NN>>[O:21]=[C:10]([CH2:11][CH2:12][CH2:13][CH2:14][NH2:15])[C:16]([OH:18])=[O:17] |f:0.1.2.3,6.7|. Procedure details: The activity of the present enzyme was measured in accordance with Soda's method (Analytical Biochemistry Vol. 25, p. 228, 1968) in the following manner. A reaction mixture consisting of 0.7 ml of 0.1 M potassium phosphate buffer (pH 8.0), 0.1 ml of catalase (750 U/ml), 0.1 ml of 0.1 M L-lysine solution and 0.1 ml of the present enzyme solution was incubated at 37° C. for 20 minutes with gentle shaking. After the incubation the reaction was terminated by the addition of 0.1 ml of 25% trichloroac... The reactants are O1C(OCC1)CCCCCCCCOC=1C=C(C=O)C=C(C1)Br (3-((8-(1,3-dioxolan-2-yl)octyl)oxy)-5-bromobenzaldehyde), C1(=CC=CC=C1)[Mg]Br (phenylmagnesium bromide), S1C(=CC=C1)[Mg]Br (2-thienylmagnesium bromide). Product: O1C(OCC1)CCCCCCCCOC=1C=C(C=C(C1)Br)C(O)C1=CC=CC=C1 ((3-((8-(1,3-Dioxolan-2-yl)octyl)oxy)-5-bromophenyl)(phenyl)methanol). RXN SMILES: [O:1]1[CH2:5][CH2:4][O:3][CH:2]1[CH2:6][CH2:7][CH2:8][CH2:9][CH2:10][CH2:11][CH2:12][CH2:13][O:14][C:15]1[CH:16]=[C:17]([CH:20]=[C:21]([Br:23])[CH:22]=1)[CH:18]=[O:19].[C:24]1([Mg]Br)[CH:29]=[CH:28][CH:27]=[CH:26][CH:25]=1.S1C=CC=C1[Mg]Br>>[O:1]1[CH2:5][CH2:4][O:3][CH:2]1[CH2:6][CH2:7][CH2:8][CH2:9][CH2:10][CH2:11][CH2:12][CH2:13][O:14][C:15]1[CH:16]=[C:17]([CH:18]([C:24]2[CH:29]=[CH:28][CH:27]=[CH:26][CH:25]=2)[OH:19])[CH:20]=[C:21]([Br:23])[CH:22]=1. Reported procedure: The title compound was prepared as described in Example 10 Step 2 with 3-((8-(1,3-dioxolan-2-yl)octyl)oxy)-5-bromobenzaldehyde and phenylmagnesium bromide replacing 3-(8-(1,3-dioxolan-2-yl)octyloxy)benzaldehyde and 2-thienylmagnesium bromide, respectively. The reactants are OC(CO[C@@H]1CC[C@H](CC1)N1C=2N(C(=C(C1=O)CC1=CC=C(C=C1)C=1C(=CC=CC1)C#N)CCC)N=C(N2)C)(C)C (4′-({4-[trans-4-(2-hydroxy-2-methylpropoxy)cyclohexyl]-2-methyl-5-oxo-7-propyl-4,5-dihydro[1,2,4]triazolo[1,5-a]pyrimidin-6-yl}methyl)biphenyl-2-carbonitrile), C(C)(=O)OC(C)=O (acetic anhydride), N1=CC=CC=C1 (pyridine). The solvent is C(C)(=O)OCC (ethyl acetate). Conditions: temperature 120 celsius, time 6 hour. Yields the product C(C)(=O)OC(CO[C@@H]1CC[C@H](CC1)N1C=2N(C(=C(C1=O)CC1=CC=C(C=C1)C1=C(C=CC=C1)C#N)CCC)N=C(N2)C)(C)C (2-[(trans-4-{6-[(2′-cyanobiphenyl-4-yl)methyl]-2-methyl-5-oxo-7-propyl[1,2,4]triazolo[1,5-a]pyrimidin-4(5H)-yl}cyclohexyl)oxy]-1,1-dimethylethyl acetate). The yield is 47.0%. RXN SMILES: [OH:1][C:2]([CH3:41])([CH3:40])[CH2:3][O:4][C@H:5]1[CH2:10][CH2:9][C@H:8]([N:11]2[C:16](=[O:17])[C:15]([CH2:18][C:19]3[CH:24]=[CH:23][C:22]([C:25]4[C:26]([C:31]#[N:32])=[CH:27][CH:28]=[CH:29][CH:30]=4)=[CH:21][CH:20]=3)=[C:14]([CH2:33][CH2:34][CH3:35])[N:13]3[N:36]=[C:37]([CH3:39])[N:38]=[C:12]23)[CH2:7][CH2:6]1.[C:42](OC(=O)C)(=[O:44])[CH3:43].N1C=CC=CC=1>C(OCC)(=O)C>[C:42]([O:1][C:2]([CH3:40])([CH3:41])[CH2:3][O:4][C@H:5]1[CH2:10][CH2:9][C@H:8]([N:11]2[C:16](=[O:17])[C:15]([CH2:18][C:19]3[CH:24]=[CH:23][C:22]([C:25]4[CH:30]=[CH:29][CH:28]=[CH:27][C:26]=4[C:31]#[N:32])=[CH:21][CH:20]=3)=[C:14]([CH2:33][CH2:34][CH3:35])[N:13]3[N:36]=[C:37]([CH3:39])[N:38]=[C:12]23)[CH2:7][CH2:6]1)(=[O:44])[CH3:43]. Procedure: A mixture of 4′-({4-[trans-4-(2-hydroxy-2-methylpropoxy)cyclohexyl]-2-methyl-5-oxo-7-propyl-4,5-dihydro[1,2,4]triazolo[1,5-a]pyrimidin-6-yl}methyl)biphenyl-2-carbonitrile (0.2 g), acetic anhydride (5 mL) and pyridine (5 mL) was stirred at 120° C. for 6 hr. The reaction mixture was diluted with ethyl acetate, washed with 1 N hydrochloric acid and then with saturated brine, and dried over anhydrous magnesium sulfate. The solvent was evaporated under reduced pressure. The obtained residue was purif... The reactants are C([O-])(O)=O.[Na+] (sodium bicarbonate), N(=O)[O-].[Na+] (sodium nitrite), S(O)(O)(=O)=O (sulfuric acid), CSC1=CC=C(C=N1)N (6-(methylthio)-3-pyridinamine). Run in O (water), O (water). Conditions: time 30 minute. Yields the product CSC1=CC=C(C=N1)O (6-(methylthio)-3-pyridinol). Isolated yield 60.0%. Reaction SMILES: S(=O)(=O)(O)O.[CH3:6][S:7][C:8]1[N:13]=[CH:12][C:11](N)=[CH:10][CH:9]=1.N([O-])=[O:16].[Na+].C(=O)(O)[O-].[Na+]>O>[CH3:6][S:7][C:8]1[N:13]=[CH:12][C:11]([OH:16])=[CH:10][CH:9]=1 |f:2.3,4.5|. Procedure: A solution of 5.5 ml of concentrated sulfuric acid and 8 ml of water is added to 1.9 g (13.55 mM) of 6-(methylthio)-3-pyridinamine. The reaction medium is brought to −6° C. and a solution of 1.59 g (23.03 mM) of sodium nitrite in 3 ml of water is added dropwise without exceeding 0° C. The mixture is stirred for 1 hour 30 min between 0° C. and −4° C. and then refluxed for 1 hour. The cooled reaction medium is poured in the presence of sodium bicarbonate and the mixture is then extracted with ethy...